From a dataset of the Open Reaction Database (ORD), a public repository of structured organic reaction records. describe an organic reaction: reactants, conditions, products, and yield Starting materials: ice water, ClCC=1N=C(OC1)C1=CC=CC=C1 (4-chloromethyl-2-phenyloxazole), COC1=C(C=CC(=C1)C=O)O (vaniline), C([O-])([O-])=O.[K+].[K+] (potassium carbonate). The solvent is CN(C=O)C (N,N-dimethylformamide). Run at temperature 100 celsius, time 2 hour. Yields the product COC=1C=C(C=O)C=CC1OCC=1N=C(OC1)C1=CC=CC=C1 (3-methoxy-4-(2-phenyl-4-oxazolylmethoxy)benzaldehyde). Yield: 96.4%. RXN SMILES: Cl[CH2:2][C:3]1[N:4]=[C:5]([C:8]2[CH:13]=[CH:12][CH:11]=[CH:10][CH:9]=2)[O:6][CH:7]=1.[CH3:14][O:15][C:16]1[CH:21]=[C:20]([CH:22]=[O:23])[CH:19]=[CH:18][C:17]=1[OH:24].C(=O)([O-])[O-].[K+].[K+]>CN(C)C=O>[CH3:14][O:15][C:16]1[CH:21]=[C:20]([CH:19]=[CH:18][C:17]=1[O:24][CH2:2][C:3]1[N:4]=[C:5]([C:8]2[CH:13]=[CH:12][CH:11]=[CH:10][CH:9]=2)[O:6][CH:7]=1)[CH:22]=[O:23] |f:2.3.4|. Reported procedure: A mixture of 4-chloromethyl-2-phenyloxazole (10.0 g), vaniline (7.9 g), potassium carbonate (8.6 g) and N,N-dimethylformamide (DMF) (90 ml) was stirred for 2 hours at 100° C. The reaction mixture was poured into ice-water. Resulting crystalline precipitate was collected by filtration, which was dissolved in chloroform (400 ml). The chloroform layer was washed with water, dried (MgSO4) and concentrated. Residual crystalline product was collected by filtration to yield 3-methoxy-4-(2-phenyl-4-oxaz... The reactants are O=C([O-])[O-], COC(=O)C=CCl, CC(C)c1cc(C(C)C)c2nc[nH]c(=O)c2c1, CC(C)=O, [K+], [K+]. Yields the product COC(=O)C=Cn1cnc2c(C(C)C)cc(C(C)C)cc2c1=O. As a reaction SMILES: [C:25](=[O:26])([O-:27])[O-:28].[CH3:18][O:19][C:20]([CH:21]=[CH:22][Cl:23])=[O:24].[CH3:1][CH:2]([CH3:3])[c:4]1[cH:5][c:6]2[c:7](=[O:17])[nH:8][cH:9][n:10][c:11]2[c:12]([CH:14]([CH3:15])[CH3:16])[cH:13]1.[CH3:31][C:32](=[O:33])[CH3:34].[K+:29].[K+:30]>>[CH3:1][CH:2]([CH3:3])[c:4]1[cH:5][c:6]2[c:7](=[O:17])[n:8]([CH:22]=[CH:21][C:20]([O:19][CH3:18])=[O:24])[cH:9][n:10][c:11]2[c:12]([CH:14]([CH3:15])[CH3:16])[cH:13]1. The reactants are O=C([O-])O, CCOC(C)=O, CS(=O)(=O)c1ccc(C(CC2CCC3(C2)OC(c2ccccc2)C(c2ccccc2)O3)c2ccc(-c3cnccn3)[nH]2)cc1Cl, Cl, [Na+], C1CCOC1. The product is CS(=O)(=O)c1ccc(C(CC2CCC(=O)C2)c2ccc(-c3cnccn3)[nH]2)cc1Cl. Reaction SMILES: [C:47](=[O:48])([O-:49])[OH:50].[CH3:57][CH2:58][O:59][C:60](=[O:61])[CH3:62].[Cl:1][c:2]1[cH:3][c:4]([CH:12]([CH2:13][CH:14]2[CH2:15][C:16]3([O:17][CH:26]([c:27]4[cH:28][cH:29][cH:30][cH:31][cH:32]4)[CH:19]([c:20]4[cH:21][cH:22][cH:23][cH:24][cH:25]4)[O:18]3)[CH2:33][CH2:34]2)[c:35]2[cH:36][cH:37][c:38](-[c:40]3[n:41][cH:42][cH:43][n:44][cH:45]3)[nH:39]2)[cH:5][cH:6][c:7]1[S:8](=[O:9])(=[O:10])[CH3:11].[ClH:46].[Na+:51].[O:52]1[CH2:53][CH2:54][CH2:55][CH2:56]1>>[Cl:1][c:2]1[cH:3][c:4]([CH:12]([CH2:13][CH:14]2[CH2:15][C:16](=[O:17])[CH2:33][CH2:34]2)[c:35]2[cH:36][cH:37][c:38](-[c:40]3[n:41][cH:42][cH:43][n:44][cH:45]3)[nH:39]2)[cH:5][cH:6][c:7]1[S:8](=[O:9])(=[O:10])[CH3:11]. Starting materials: O=C1CCC(=O)N1Br, C1CCOC1, COc1ncccc1-c1cc2cc(C(=O)NCCCN3CCOCC3)ccc2[nH]1. Product: COc1ncccc1-c1[nH]c2ccc(C(=O)NCCCN3CCOCC3)cc2c1Br. RXN SMILES: [Br:30][N:31]1[C:32](=[O:33])[CH2:34][CH2:35][C:36]1=[O:37].[CH2:38]1[O:39][CH2:40][CH2:41][CH2:42]1.[CH3:1][O:2][c:3]1[n:4][cH:5][cH:6][cH:7][c:8]1-[c:9]1[nH:10][c:11]2[cH:12][cH:13][c:14]([C:18](=[O:19])[NH:20][CH2:21][CH2:22][CH2:23][N:24]3[CH2:25][CH2:26][O:27][CH2:28][CH2:29]3)[cH:15][c:16]2[cH:17]1>>[CH3:1][O:2][c:3]1[n:4][cH:5][cH:6][cH:7][c:8]1-[c:9]1[nH:10][c:11]2[cH:12][cH:13][c:14]([C:18](=[O:19])[NH:20][CH2:21][CH2:22][CH2:23][N:24]3[CH2:25][CH2:26][O:27][CH2:28][CH2:29]3)[cH:15][c:16]2[c:17]1[Br:30]. As a reaction SMILES: [OH:1][CH2:2][C:3]1[N:10]2[C:6]([S:7][CH:8]=[CH:9]2)=[CH:5][N:4]=1.[C:11](OC(=O)C)(=[O:13])[CH3:12].O>ClCCl>[C:11]([O:1][CH2:2][C:3]1[N:10]2[C:6]([S:7][CH:8]=[CH:9]2)=[CH:5][N:4]=1)(=[O:13])[CH3:12]. Product: C(C)(=O)OCC1=NC=C2SC=CN21 (5-Acetoxymethylimidazo[5,1-b]thiazole). Isolated yield 80.5%. Conditions: time 20 hour. Solvent: ClCCl (dichloromethane). Reported procedure: To a solution of 0.231 g (1.50 mmol) of the 5-Hydroxymethylimidazo[5,1-b]thiazole prepared in Preparation 10 in 8 ml of dichloromethane was added 0.156 ml (1.65 mmol) of acetic anhydride with ice-cooling, and the mixture was stirred at room temperature for 20 hours. To the reaction solution were added water and a saturated aqueous solution of sodium hydrogencarbonate, and the mixture was extracted with dichloromethane. The organic layer was dried over anhydrous magnesium sulfate, and concentrate... The reactants are C(C)(=O)OC(C)=O (acetic anhydride), OCC1=NC=C2SC=CN21 (5-Hydroxymethylimidazo[5,1-b]thiazole), O (water). Starting materials: O[C@H]1C2(CC2)CCN(C1)C(C(CCN1C([C@@H](NCC1)C)=O)(C)C)=O ((S)-1-[4-((S)-4-hydroxy-6-aza-spiro[2.5]oct-6-yl)-3,3-dimethyl-4-oxo-butyl]-3-methyl-piperazin-2-one), ClC1=C(C=CC(=C1)N=C=O)C(F)(F)F (2-chloro-4-isocyanato-1-trifluoromethyl-benzene), O[C@H]1C2(CC2)CCN(C1)C(C(CCN1C([C@@H](NCC1)C)=O)(C)C)=O ((S)-1-[4-((S)-4-hydroxy-6-aza-spiro[2.5]oct-6-yl)-3,3-dimethyl-4-oxo-butyl]-3-methyl-piperazin-2-one), ClC1=C(C=CC(=C1)N=C=O)C(F)(F)F (2-chloro-4-isocyanato-1-trifluoromethyl-benzene). Product: ClC=1C=C(C=CC1C(F)(F)F)NC(=O)N1[C@H](C(N(CC1)CCC(C(=O)N1C[C@H](C2(CC2)CC1)O)(C)C)=O)C ((S)-4-[4-((S)-4-Hydroxy-6-aza-spiro[2.5]oct-6-yl)-3,3-dimethyl-4-oxo-butyl]-2-methyl-3-oxo-piperazine-1-carboxylic acid (3-chloro-4-trifluoromethyl-phenyl)-amide). Yield: 53.0%. RXN SMILES: [OH:1][C@@H:2]1[CH2:9][N:8]([C:10](=[O:24])[C:11]([CH3:23])([CH3:22])[CH2:12][CH2:13][N:14]2[CH2:19][CH2:18][NH:17][C@@H:16]([CH3:20])[C:15]2=[O:21])[CH2:7][CH2:6][C:3]21[CH2:5][CH2:4]2.[Cl:25][C:26]1[CH:31]=[C:30]([N:32]=[C:33]=[O:34])[CH:29]=[CH:28][C:27]=1[C:35]([F:38])([F:37])[F:36]>>[Cl:25][C:26]1[CH:31]=[C:30]([NH:32][C:33]([N:17]2[CH2:18][CH2:19][N:14]([CH2:13][CH2:12][C:11]([CH3:23])([CH3:22])[C:10]([N:8]3[CH2:7][CH2:6][C:3]4([CH2:5][CH2:4]4)[C@H:2]([OH:1])[CH2:9]3)=[O:24])[C:15](=[O:21])[C@@H:16]2[CH3:20])=[O:34])[CH:29]=[CH:28][C:27]=1[C:35]([F:38])([F:37])[F:36]. Reported procedure: In analogy to the procedure described in Example 30, (S)-1-[4-((S)-4-hydroxy-6-aza-spiro[2.5]oct-6-yl)-3,3-dimethyl-4-oxo-butyl]-3-methyl-piperazin-2-one (intermediate 28) and 1.2 eq. of 2-chloro-4-isocyanato-1-trifluoromethyl-benzene (intermediate 16) gave the titled compound in 53% yield as off-white foam. MS: 559.23 (MH+, Cl). Conditions: time 1 hour. The solvent is CN(C=O)C (dimethylformamide), CN(C=O)C (dimethylformamide). Isolated yield 29.6%. Reaction SMILES: [C:1]([O:5][C:6]([NH:8][C:9]1[CH:10]=[C:11]([CH:14]=[CH:15][CH:16]=1)[CH:12]=[O:13])=[O:7])(C)(C)[CH3:2].[H-].[Na+].BrCCO.C(OCC)(=O)C>CN(C)C=O>[O:7]=[C:6]1[N:8]([C:9]2[CH:10]=[C:11]([CH:14]=[CH:15][CH:16]=2)[CH:12]=[O:13])[CH2:2][CH2:1][O:5]1 |f:1.2|. Product: O=C1OCCN1C=1C=C(C=O)C=CC1 (3-(2-oxo-oxazolidin-3-yl)benzaldehyde). Procedure details: To a solution of 2.93 g of 3-[N-(t-butoxycarbonyl)amino]benzaldehyde in 20 ml of dimethylformamide was added 0.58 g of sodium hydride (60% oily) under ice-cooling. After stirring at room temperature for 1 hour, a solution of 0.93 ml of 2-bromoethanol in 5 ml of dimethylformamide was added dropwise under ice-cooling. After stirring at room temperature for 14 hours, the mixture was heated to stir at 115° C. for 6 hours. Ethyl acetate was added, and this was washed successively with water and an aq... Reactants: C(C)(C)(C)OC(=O)NC=1C=C(C=O)C=CC1 (3-[N-(t-butoxycarbonyl)amino]benzaldehyde), [H-].[Na+] (sodium hydride), BrCCO (2-bromoethanol), C(C)(=O)OCC (Ethyl acetate). Starting materials: FC(C(=O)O)(F)F (Trifluoroacetic acid), C1(=CC=CC=C1)OC (anisole), ClC=1C=CC(=NC1OC)C#C[C@H]1CCC(N1CC1=C(C=C(C=C1)OC)OC)=O ((5R)-5-[(5-chloro-6-methoxypyridin-2-yl)ethynyl]-1-(2,4-dimethoxybenzyl)pyrrolidin-2-one). Run at temperature 80 celsius, time 2 hour. Product: ClC=1C=CC(=NC1OC)C#C[C@H]1CCC(N1)=O ((5R)-5-[(5-Chloro-6-methoxypyridin-2-yl)ethynyl]pyrrolidin-2-one). The yield is 81.9%. Reaction SMILES: FC(F)(F)C(O)=O.C1(OC)C=CC=CC=1.[Cl:16][C:17]1[CH:18]=[CH:19][C:20]([C:25]#[C:26][C@@H:27]2[N:31](CC3C=CC(OC)=CC=3OC)[C:30](=[O:43])[CH2:29][CH2:28]2)=[N:21][C:22]=1[O:23][CH3:24]>>[Cl:16][C:17]1[CH:18]=[CH:19][C:20]([C:25]#[C:26][C@@H:27]2[NH:31][C:30](=[O:43])[CH2:29][CH2:28]2)=[N:21][C:22]=1[O:23][CH3:24]. Procedure details: Trifluoroacetic acid (4 mL) and anisole (2 mL) were added to (5R)-5-[(5-chloro-6-methoxypyridin-2-yl)ethynyl]-1-(2,4-dimethoxybenzyl)pyrrolidin-2-one (457 mg), and the mixture was stirred at 80° C. for two hours. The reaction solution was concentrated, and the residue was diluted with chloroform, washed with saturated aqueous sodium bicarbonate and brine and dried over anhydrous magnesium sulfate. After filtration, the solvent was evaporated under reduced pressure. The residue was purified by si...